From a dataset of the Open Reaction Database (ORD), a public repository of structured organic reaction records. describe an organic reaction: reactants, conditions, products, and yield Reactants: Cl (Hydrochloric acid), solution, C(C)(C)(C)OC(=O)N(C(=O)OC(C)(C)C)CCCCCCCCC=CC1=CC(=C(C=C1)OCC1=CC=CC=C1)[C@H](CCN(C(C)C)C(C)C)C1=CC=CC=C1 (di-tert-butyl[10-{4-(benzyloxy)-3-[(1R)-3-(diisopropylamino)-1-phenylpropyl]phenyl}dec-9-en-1-yl]imidodicarbonate). Solvent: C(C)OCC (diethyl ether), ClCCl (dichloromethane). Run at time 2 hour. Yields the product N (ammonia), C(C1=CC=CC=C1)OC1=C(C=C(C=C1)C=CCCCCCCCCN)[C@H](CCN(C(C)C)C(C)C)C1=CC=CC=C1 (10-{4-(Benzyloxy)-3-[(1R)-3-(diisopropylamino)-1-phenylpropyl]phenyl}dec-9-en-1-amine). Reaction SMILES: Cl.C(OC([N:9]([CH2:17][CH2:18][CH2:19][CH2:20][CH2:21][CH2:22][CH2:23][CH2:24][CH:25]=[CH:26][C:27]1[CH:32]=[CH:31][C:30]([O:33][CH2:34][C:35]2[CH:40]=[CH:39][CH:38]=[CH:37][CH:36]=2)=[C:29]([C@@H:41]([C:51]2[CH:56]=[CH:55][CH:54]=[CH:53][CH:52]=2)[CH2:42][CH2:43][N:44]([CH:48]([CH3:50])[CH3:49])[CH:45]([CH3:47])[CH3:46])[CH:28]=1)C(OC(C)(C)C)=O)=O)(C)(C)C>C(OCC)C.ClCCl>[NH3:9].[CH2:34]([O:33][C:30]1[CH:31]=[CH:32][C:27]([CH:26]=[CH:25][CH2:24][CH2:23][CH2:22][CH2:21][CH2:20][CH2:19][CH2:18][CH2:17][NH2:9])=[CH:28][C:29]=1[C@@H:41]([C:51]1[CH:52]=[CH:53][CH:54]=[CH:55][CH:56]=1)[CH2:42][CH2:43][N:44]([CH:45]([CH3:46])[CH3:47])[CH:48]([CH3:50])[CH3:49])[C:35]1[CH:36]=[CH:37][CH:38]=[CH:39][CH:40]=1. Reported procedure: Hydrochloric acid (10.0 ml of a 2M solution in diethyl ether) was added in one portion to a stirred solution of di-tert-butyl[10-{4-(benzyloxy)-3-[(1R)-3-(diisopropylamino)-1-phenylpropyl]phenyl}dec-9-en-1-yl]imidodicarbonate (Preparation 2, 450 mg, 0.59 mmol) at room temperature in dichloromethane (5 ml) under a nitrogen atmosphere. The reaction was stirred for 2 hours and the solvent removed in vacuo, the residue was dissolved in ethyl acetate (30 ml) and saturated aqueous sodium hydrogen carb... The reactants are ClC=1C(=NC=CN1)C#N (3-chloropyrazine-2-carbonitrile), S1C(=NN=C1S)S (1,3,4-thiadiazole-2,5-dithiol), [H-].[Na+] (NaH), [H-].[Na+] (NaH), ICCCCC (1-iodopentane). The solvent is C1=CC=CC=C1 (benzene), CN(C)C=O (DMF). Reaction conditions: time 8 hour. Product: C(CCCC)SC1=NN=C(S1)SC=1C(=NC=CN1)C#N (3-(5-(pentylthio)-1,3,4-thiadiazol-2-ylthio)pyrazine-2-carbonitrile). Reaction SMILES: [S:1]1[C:5]([SH:6])=[N:4][N:3]=[C:2]1[SH:7].[H-].[Na+].I[CH2:11][CH2:12][CH2:13][CH2:14][CH3:15].Cl[C:17]1[C:18]([C:23]#[N:24])=[N:19][CH:20]=[CH:21][N:22]=1>CN(C=O)C.C1C=CC=CC=1>[CH2:11]([S:6][C:5]1[S:1][C:2]([S:7][C:17]2[C:18]([C:23]#[N:24])=[N:19][CH:20]=[CH:21][N:22]=2)=[N:3][N:4]=1)[CH2:12][CH2:13][CH2:14][CH3:15] |f:1.2|. Procedure details: The title compound was prepared according to Example 4 by using 1,3,4-thiadiazole-2,5-dithiol (300 mg, 2.00 mmol), NaH (60% dispersion in mineral oil, 88 mg, 2.20 mmol), 1-iodopentane (0.30 ml, 2.30 mmol), NaH (60% dispersion in mineral oil, 88 mg, 2.20 mmol), and 3-chloropyrazine-2-carbonitrile (280 mg, 2.00 mmol) in DMF and benzene (8 ml, 1/1) by stirring at room temperature under nitrogen atmosphere overnight.